This data is from the Open Reaction Database (ORD), a public repository of structured organic reaction records. The task is: describe an organic reaction: reactants, conditions, products, and yield Reactants: BrC(Br)(Br)Br, CC(C)=Cc1ccc(CO)cc1, ClCCl, O, c1ccc(P(c2ccccc2)c2ccccc2)cc1. The product is CC(C)=Cc1ccc(CBr)cc1. RXN SMILES: [C:13]([Br:14])([Br:15])([Br:16])[Br:17].[CH3:1][C:2](=[CH:3][c:4]1[cH:5][cH:6][c:7]([CH2:8][OH:9])[cH:10][cH:11]1)[CH3:12].[Cl:38][CH2:39][Cl:40].[OH2:37].[c:18]1([P:19]([c:20]2[cH:21][cH:22][cH:23][cH:24][cH:25]2)[c:26]2[cH:27][cH:28][cH:29][cH:30][cH:31]2)[cH:32][cH:33][cH:34][cH:35][cH:36]1>>[CH3:1][C:2](=[CH:3][c:4]1[cH:5][cH:6][c:7]([CH2:8][Br:14])[cH:10][cH:11]1)[CH3:12].